This data is from the Open Reaction Database (ORD), a public repository of structured organic reaction records. The task is: describe an organic reaction: reactants, conditions, products, and yield The reactants are C(C)(C)C1=C(C=CC=C1C=C[N+](=O)[O-])OC (2-isopropyl-1-methoxy-3-(2-nitro-vinyl)-benzene), [H-].[H-].[H-].[H-].[Li+].[Al+3] (LAH), [Al+3].[Cl-].[Cl-].[Cl-] (AlCl3). Yields the product C(C)(C)C1=C(C=CC=C1OC)CCN (2-(2-isopropyl-3-methoxy-phenyl)-ethylamine). The yield is 99.4%. Reaction SMILES: [CH:1]([C:4]1[C:9]([CH:10]=[CH:11][N+:12]([O-])=O)=[CH:8][CH:7]=[CH:6][C:5]=1[O:15][CH3:16])([CH3:3])[CH3:2].[H-].[H-].[H-].[H-].[Li+].[Al+3].[Al+3].[Cl-].[Cl-].[Cl-]>>[CH:1]([C:4]1[C:5]([O:15][CH3:16])=[CH:6][CH:7]=[CH:8][C:9]=1[CH2:10][CH2:11][NH2:12])([CH3:3])[CH3:2] |f:1.2.3.4.5.6,7.8.9.10|. Procedure details: Using a method similar to Example 659, Step 2, using 2-isopropyl-1-methoxy-3-(2-nitro-vinyl)-benzene (3.92 g, 17.7 mmol), LAH (53.1 mmol) and AlCl3 (53.1 mmol) gave 2-(2-isopropyl-3-methoxy-phenyl)-ethylamine (3.4 g) as a viscous oil. 1H NMR (CDCl3): 7.08 (t, 1H), 6.77-6.73 (m, 2H), 3.80 (s, 3H), 3.22 (m, 1H), 2.89 (m, 2H), 2.80 (m, 2H), 1.32 (d, 6H). Reported procedure: In a 100 mL, 3-neck round-bottomed flask equipped with nitrogen inlet, and a rubber septum, (Z)-isopropyl 3-(3-(3-chloro-5-(trifluoromethoxy)phenyl)-1H-1,2,4-triazol-1-yl)acrylate (0.750 g, 1.0 eq.) was dissolved in THF (30 mL, 40 V) and H2O (30 mL, 40 V). The reaction mixture was added LiOH (0.419 g, 5 eq.). The reaction mixture was stirred at room temperature. The progress of the reaction was followed by TLC analysis on silica gel with 20% ethyl acetate in hexane as mobile phase. Reaction mixt... Run in O (H2O), C1CCOC1 (THF), CCCCCC (hexane). The product is ClC=1C=C(C=C(C1)OC(F)(F)F)C1=NN(C=N1)\C=C/C(=O)O ((Z)-3-(3-(3-chloro-5-(trifluoromethoxy)phenyl)-1H-1,2,4-triazol-1-yl)acrylic acid). Isolated yield 93.1%. The reactants are C(C)(=O)OCC (ethyl acetate), [Li+].[OH-] (LiOH), ClC=1C=C(C=C(C1)OC(F)(F)F)C1=NN(C=N1)\C=C/C(=O)OC(C)C ((Z)-isopropyl 3-(3-(3-chloro-5-(trifluoromethoxy)phenyl)-1H-1,2,4-triazol-1-yl)acrylate). RXN SMILES: [Cl:1][C:2]1[CH:3]=[C:4]([C:13]2[N:17]=[CH:16][N:15](/[CH:18]=[CH:19]\[C:20]([O:22]C(C)C)=[O:21])[N:14]=2)[CH:5]=[C:6]([O:8][C:9]([F:12])([F:11])[F:10])[CH:7]=1.[Li+].[OH-].C(OCC)(=O)C>C1COCC1.O.CCCCCC>[Cl:1][C:2]1[CH:3]=[C:4]([C:13]2[N:17]=[CH:16][N:15](/[CH:18]=[CH:19]\[C:20]([OH:22])=[O:21])[N:14]=2)[CH:5]=[C:6]([O:8][C:9]([F:12])([F:11])[F:10])[CH:7]=1 |f:1.2|. Starting materials: [F-].C(CCC)[N+](CCCC)(CCCC)CCCC (Tetrabutylammonium fluoride), [Si](C)(C)(C(C)(C)C)OC=1C=C(OCC(=O)OC)C=CC1 (methyl 2-(3-((t-butyldimethylsilyl)oxy)phenoxy)acetate). Run in C1CCOC1 (THF), C1CCOC1 (THF). Run at time 8 hour. The product is OC=1C=C(OCC(=O)OC)C=CC1 (methyl 2-(3-hydroxyphenoxy)acetate). The yield is 61.4%. Reaction SMILES: [F-].C([N+](CCCC)(CCCC)CCCC)CCC.[Si]([O:26][C:27]1[CH:28]=[C:29]([CH:36]=[CH:37][CH:38]=1)[O:30][CH2:31][C:32]([O:34][CH3:35])=[O:33])(C(C)(C)C)(C)C>C1COCC1>[OH:26][C:27]1[CH:28]=[C:29]([CH:36]=[CH:37][CH:38]=1)[O:30][CH2:31][C:32]([O:34][CH3:35])=[O:33] |f:0.1|. Reported procedure: Tetrabutylammonium fluoride in THF (1 M, 3.4 mL, 3.4 mmol) was added to a solution of methyl 2-(3-((t-butyldimethylsilyl)oxy)phenoxy)acetate (0.50 g, 1.7 mmol) in THF (5 mL) in a 100 mL round bottom flask. The reaction was allowed to stir overnight at room temperature. The reaction was quenched with saturated aqueous ammonium chloride (100 mL) and extracted with ethyl acetate (200 mL). The organic extract was dried (Na2SO4), filtered and concentrated. The resulting crude residue was purified by ... Starting materials: C1(CCCC1)CC(C1=CC=C(C=C1)S(=O)(=O)C)C1=CC(=C(N1)C(=O)OCC)C (ethyl 5-{2-cyclopentyl-1-[4-(methylsulfonyl)phenyl]ethyl}-3-methyl-1H-pyrrole-2-carboxylate), O.[OH-].[Li+] (lithium hydroxide monohydrate), Cl (hydrochloric acid). The solvent is O1CCCC1 (tetrahydrofuran). Reaction conditions: temperature 50 celsius, time 8 hour. The product is C1(CCCC1)CC(C1=CC=C(C=C1)S(=O)(=O)C)C1=CC(=C(N1)C(=O)O)C (5-{2-cyclopentyl-1-[4-(methylsulfonyl)phenyl]ethyl}-3-methyl-1H-pyrrole-2-carboxylic acid). The yield is 88.7%. RXN SMILES: [CH:1]1([CH2:6][CH:7]([C:18]2[NH:22][C:21]([C:23]([O:25]CC)=[O:24])=[C:20]([CH3:28])[CH:19]=2)[C:8]2[CH:13]=[CH:12][C:11]([S:14]([CH3:17])(=[O:16])=[O:15])=[CH:10][CH:9]=2)[CH2:5][CH2:4][CH2:3][CH2:2]1.O.[OH-].[Li+].Cl>O1CCCC1>[CH:1]1([CH2:6][CH:7]([C:18]2[NH:22][C:21]([C:23]([OH:25])=[O:24])=[C:20]([CH3:28])[CH:19]=2)[C:8]2[CH:9]=[CH:10][C:11]([S:14]([CH3:17])(=[O:15])=[O:16])=[CH:12][CH:13]=2)[CH2:5][CH2:4][CH2:3][CH2:2]1 |f:1.2.3|. Reported procedure: To a solution (10 mL) of ethyl 5-{2-cyclopentyl-1-[4-(methylsulfonyl)phenyl]ethyl}-3-methyl-1H-pyrrole-2-carboxylate (200 mg) in tetrahydrofuran was added an aqueous solution (2 mL) of lithium hydroxide monohydrate (65 mg), and the mixture was stirred at 50° C. overnight. The reaction mixture was slowly warmed to room temperature and stirred overnight. After cooling to room temperature, the reaction mixture was neutralized with 1N hydrochloric acid. The ethyl acetate layer was washed with water ... Reactants: Br, CC(=O)O, O=C1CNC(=O)N1, Oc1ccccc1. Yields the product O=C1NC(=O)C(c2ccc(O)cc2)N1. Reaction SMILES: [Br:8].[CH3:16][C:17](=[O:18])[OH:19].[O:1]=[C:2]1[CH2:3][NH:4][C:5](=[O:6])[NH:7]1.[OH:9][c:10]1[cH:11][cH:12][cH:13][cH:14][cH:15]1>>[O:1]=[C:2]1[CH:3]([c:13]2[cH:12][cH:11][c:10]([OH:9])[cH:15][cH:14]2)[NH:4][C:5](=[O:6])[NH:7]1. Starting materials: [N+](=O)([O-])C1=C(C=CC(=C1)[N+](=O)[O-])NCCOCCOCCOCCOCCOCCOCCOCCOCC#C (N-(2,4-dinitrophenyl)-3,6,9,12,15,18,21,24-octaoxaheptacos-26-yn-1-amine), N(=[N+]=[N-])CCCC[C@@H](C(=O)OC(C)(C)C)NC(N[C@H](C(=O)OC(C)(C)C)CCC(=O)OC(C)(C)C)=O ((S)-di-tert-butyl 2-(3-((S)-6-azido-1-tert-butoxy-1-oxohexan-2-yl)ureido)pentanedioate), O=C1C(O)=C([O-])[C@H](O1)[C@@H](O)CO.[Na+] (sodium ascorbate). Reagents/catalysts: S(=O)(=O)([O-])[O-].[Cu+2] (copper (II) sulfate). Run in O (water), C(C)(C)(C)O (tert-butanol). Product: C(C)(C)(C)OC([C@H](CCCCN1N=NC(=C1)COCCOCCOCCOCCNC1=C(C=C(C=C1)[N+](=O)[O-])[N+](=O)[O-])NC(N[C@H](C(=O)OC(C)(C)C)CCC(=O)OC(C)(C)C)=O)=O ((S)-di-tert-butyl 2-(3-((S)-1-tert-butoxy-6-(4-(13-(2,4-dinitrophenylamino)-2,5,8,11-tetraoxatridecyl)-1H-1,2,3-triazol-1-yl)-1-oxohexan-2-yl)ureido)pentanedioate). The yield is 265.3%. As a reaction SMILES: [N+:1]([C:4]1[CH:9]=[C:8]([N+:10]([O-:12])=[O:11])[CH:7]=[CH:6][C:5]=1[NH:13][CH2:14][CH2:15][O:16][CH2:17][CH2:18][O:19][CH2:20][CH2:21][O:22][CH2:23][CH2:24][O:25][CH2:26][CH2:27]OCCOCCOCCOCC#C)([O-:3])=[O:2].[N:41]([CH2:44][CH2:45][CH2:46][CH2:47][C@H:48]([NH:56][C:57](=[O:76])[NH:58][C@@H:59]([CH2:67][CH2:68][C:69]([O:71][C:72]([CH3:75])([CH3:74])[CH3:73])=[O:70])[C:60]([O:62][C:63]([CH3:66])([CH3:65])[CH3:64])=[O:61])[C:49]([O:51][C:52]([CH3:55])([CH3:54])[CH3:53])=[O:50])=[N+:42]=[N-:43].O=[C:78]1O[C@H]([C@H](CO)O)C([O-])=C1O.[Na+]>O.C(O)(C)(C)C.S([O-])([O-])(=O)=O.[Cu+2]>[C:52]([O:51][C:49](=[O:50])[C@@H:48]([NH:56][C:57](=[O:76])[NH:58][C@@H:59]([CH2:67][CH2:68][C:69]([O:71][C:72]([CH3:75])([CH3:74])[CH3:73])=[O:70])[C:60]([O:62][C:63]([CH3:64])([CH3:65])[CH3:66])=[O:61])[CH2:47][CH2:46][CH2:45][CH2:44][N:41]1[CH:78]=[C:27]([CH2:26][O:25][CH2:24][CH2:23][O:22][CH2:21][CH2:20][O:19][CH2:18][CH2:17][O:16][CH2:15][CH2:14][NH:13][C:5]2[CH:6]=[CH:7][C:8]([N+:10]([O-:12])=[O:11])=[CH:9][C:4]=2[N+:1]([O-:3])=[O:2])[N:43]=[N:42]1)([CH3:55])([CH3:54])[CH3:53] |f:2.3,6.7|. Reported procedure: To a mixture of 10 (76 mg, 0.145 mmol, 1.0 equiv) and 14 (74.4 mg, 0.145 mmol, 1.0 equiv.) in water (1 mL) and tert-butanol (1 mL) in a 5 ml μwave reaction tube was added sodium ascorbate (7 mg, 0.036 mmol, 0.25 equiv.) and aqueous solution of 0.1 M copper (II) sulfate (0.0725 ml, 0.00725 mmol, 0.05 equiv.). The tube was capped, and subjected to microwave radiation for 10 minutes at 110° C. The reaction was then concentrated and redissolved in trifluoroacetic acid (2 mL) and dichloromethane (1 m...